This data is from the Open Reaction Database (ORD), a public repository of structured organic reaction records. The task is: describe an organic reaction: reactants, conditions, products, and yield The reactants are CC1(C=CC=C2C=C3C(NC(C(N3)=O)=O)=C12)CC(=O)OCC (ethyl (5-methyl-2,3-dioxo-1,4-dihydro-5H-indeno [1,2-b]pyrazin-5-yl)acetate), Cl (hydrochloric acid). Run in O1CCOCC1 (dioxane). Conditions: temperature 40 celsius. Product: CC1(C=CC=C2C=C3C(NC(C(N3)=O)=O)=C12)CC(=O)O ((5-methyl-2,3-dioxo-1,4-dihydro-5H-indeno [1,2-b]pyrazin-5-yl)acetic acid). Yield: 63.0%. Reaction SMILES: [CH3:1][C:2]1([CH2:17][C:18]([O:20]CC)=[O:19])[C:16]2[C:6]([CH:7]=[C:8]3[NH:13][C:12](=[O:14])[C:11](=[O:15])[NH:10][C:9]3=2)=[CH:5][CH:4]=[CH:3]1.Cl>O1CCOCC1>[CH3:1][C:2]1([CH2:17][C:18]([OH:20])=[O:19])[C:16]2[C:6]([CH:7]=[C:8]3[NH:13][C:12](=[O:14])[C:11](=[O:15])[NH:10][C:9]3=2)=[CH:5][CH:4]=[CH:3]1. Reported procedure: A mixture of 0.7 g of ethyl (5-methyl-2,3-dioxo-1,4-dihydro-5H-indeno [1,2-b]pyrazin-5-yl)acetate, 40 ml of dioxane and 9 ml of 8N hydrochloric acid is heated to 40° C. for 90 hours. The reaction mixture is then evaporated in a rotary evaporator, and the evaporation residue is triturated in 20 ml of water, filtered off and rinsed with distilled water (2×10 ml) and then with isopropyl ether (10 ml). After drying at 60° C. under vacuum (1 mm Hg; 0.13 kPa), 0.4 g of (5-methyl-2,3-dioxo-1,4-dihydro-... Reactants: FC1=CC=C(C=O)C=C1 (4-fluorobenzaldehyde), compound, N1CCCCC1 (piperidine), CC(=O)O (HOAc), O (water). Run in C1=CC=CC=C1 (benzene), CCOCC (Et2O). The product is FCC(=O)C1=CC=CC=C1 (2-fluoroacetophenone). Yield: 82.0%. RXN SMILES: [F:1][C:2]1C=CC(C=O)=CC=1.N1[CH2:15][CH2:14][CH2:13][CH2:12][CH2:11]1.[CH3:16][C:17]([OH:19])=O.O>C1C=CC=CC=1.CCOCC>[F:1][CH2:2][C:17]([C:16]1[CH:15]=[CH:14][CH:13]=[CH:12][CH:11]=1)=[O:19]. Procedure details: A mixture of 4-fluorobenzaldehyde (4.768 g, 38.4 mmol), the compound from Example 95, part A (6.000 g, 38.4 mmol), piperidine (380 μl), and HOAc (75 μl) was refluxed in benzene (40 ml) with removal of water (Dean-Stark trap) for 16 hours. The cooled mixture was diluted with Et2O and washed successively with 5% HCl, saturated NaHCO3, H2O, and brine, then dried (Na2SO4), filtered, and stripped to yield an oil. Distillation of the oil (bp 127°-135° C. at 0.2 mm Hg) afforded compound A (9.299 g, 82%... Reactants: C1CCC2CCCCC2C1, ClC(Cl)Cl, [Cu], Ic1ccc(-c2ccc(I)cc2)cc1, [K+], [OH-], C1=Cc2ccccc2Nc2ccccc21. The product is Ic1ccc(-c2ccc(N3c4ccccc4C=Cc4ccccc43)cc2)cc1. Reaction SMILES: [CH2:32]1[CH2:33][CH:34]2[CH:35]([CH2:36][CH2:37][CH2:38][CH2:39]2)[CH2:40][CH2:41]1.[CH:43]([Cl:44])([Cl:45])[Cl:46].[Cu:42].[I:16][c:17]1[cH:18][cH:19][c:20](-[c:23]2[cH:24][cH:25][c:26]([I:29])[cH:27][cH:28]2)[cH:21][cH:22]1.[K+:31].[OH-:30].[cH:1]1[cH:2][cH:3][cH:4][c:5]2[c:11]1[CH:10]=[CH:9][c:8]1[c:7]([cH:15][cH:14][cH:13][cH:12]1)[NH:6]2>>[cH:1]1[cH:2][cH:3][cH:4][c:5]2[c:11]1[CH:10]=[CH:9][c:8]1[c:7]([cH:15][cH:14][cH:13][cH:12]1)[N:6]2[c:26]1[cH:25][cH:24][c:23](-[c:20]2[cH:19][cH:18][c:17]([I:16])[cH:22][cH:21]2)[cH:28][cH:27]1. The reactants are CCCCCCCCN, CCCCCCCN=C=S, c1ccccc1. Yields the product CCCCCCCCNC(=S)NCCCCCCC. Reaction SMILES: [CH2:11]([CH2:12][CH2:13][CH2:14][CH2:15][CH2:16][CH2:17][CH3:18])[NH2:19].[CH2:1]([CH2:2][CH2:3][CH2:4][CH2:5][CH2:6][CH3:7])[N:8]=[C:9]=[S:10].[cH:20]1[cH:21][cH:22][cH:23][cH:24][cH:25]1>>[CH2:1]([CH2:2][CH2:3][CH2:4][CH2:5][CH2:6][CH3:7])[NH:8][C:9](=[S:10])[NH:19][CH2:11][CH2:12][CH2:13][CH2:14][CH2:15][CH2:16][CH2:17][CH3:18].